From a dataset of the Open Reaction Database (ORD), a public repository of structured organic reaction records. describe an organic reaction: reactants, conditions, products, and yield Starting materials: BrCC(=O)C1=CC=C(C=C1)OC (2-bromo-1-(4'-methoxy-phenyl)-ethanone), [I-].[K+] (potassium iodide), CC(=O)C (acetone). Run in O (water). Product: ICC(=O)C1=CC=C(C=C1)OC (2-iodo-1-(4'-methoxy-phenyl)-ethanone). Isolated yield 94.0%. As a reaction SMILES: Br[CH2:2][C:3]([C:5]1[CH:10]=[CH:9][C:8]([O:11][CH3:12])=[CH:7][CH:6]=1)=[O:4].[I-:13].[K+].CC(C)=O>O>[I:13][CH2:2][C:3]([C:5]1[CH:10]=[CH:9][C:8]([O:11][CH3:12])=[CH:7][CH:6]=1)=[O:4] |f:1.2|. Procedure: A mixture of 2-bromo-1-(4'-methoxy-phenyl)-ethanone (22.9 g, 0.1 mol), potassium iodide (66.4 g, 0.4 mol) and acetone (200 ml) is heated at reflux for 3 h. The reaction mixture is cooled, poured into water (0.25 l) and extracted with ethyl ether (3×100 ml) The combined organic extract is washed with water and dried (Na2SO4). Evaporation of the solvent in vacuo leaves a residue which by crystallization from petroleum ether gives 2-iodo-1-(4'-methoxy-phenyl)-ethanone (22 g, 0.094 mol, yield 80%), ...